From a dataset of the Open Reaction Database (ORD), a public repository of structured organic reaction records. describe an organic reaction: reactants, conditions, products, and yield Reactants: [OH-].[Na+] (NaOH), CC(=O)O (AcOH), crude product, P(C(C)(C)C)(C(C)(C)C)C(C)(C)C (P(t-Bu)3), hexanes, N(C(C)C)C(C)C (NH(i-Pr)2), C(C)(C)OC(=O)N1CCC(CC1)OC1=NC=NC(=C1C)OC1=C(C=C(C=C1)Br)F (4-[6-(4-bromo-2-fluoro-phenoxy)-5-methyl-pyrimidin-4-yloxy]-piperidine-1-carboxylic acid isopropyl ester), [Si](C)(C)(C)C#C (TMS-acetylene), Pd (II)(PhCN)2Cl2. Reagents/catalysts: [Cu]I (CuI). Run in C1CCOC1 (THF), CO (MeOH), O1CCOCC1 (dioxane). Conditions: time 12 hour. Product: C(C)(C)OC(=O)N1CCC(CC1)OC1=NC=NC(=C1C)OC1=C(C=C(C=C1)C#C)F (4-[6-(4-Ethynyl-2-fluoro-phenoxy)-5-methyl-pyrimidin-4-yloxy]-piperidine-1-carboxylic acid isopropyl ester). As a reaction SMILES: P(C(C)(C)C)(C(C)(C)C)[C:2](C)(C)[CH3:3].N(C(C)C)C(C)C.[CH:21]([O:24][C:25]([N:27]1[CH2:32][CH2:31][CH:30]([O:33][C:34]2[C:39]([CH3:40])=[C:38]([O:41][C:42]3[CH:47]=[CH:46][C:45](Br)=[CH:44][C:43]=3[F:49])[N:37]=[CH:36][N:35]=2)[CH2:29][CH2:28]1)=[O:26])([CH3:23])[CH3:22].[Si](C#C)(C)(C)C.[OH-].[Na+].CC(O)=O>O1CCOCC1.C1COCC1.CO.[Cu]I>[CH:21]([O:24][C:25]([N:27]1[CH2:32][CH2:31][CH:30]([O:33][C:34]2[C:39]([CH3:40])=[C:38]([O:41][C:42]3[CH:47]=[CH:46][C:45]([C:2]#[CH:3])=[CH:44][C:43]=3[F:49])[N:37]=[CH:36][N:35]=2)[CH2:29][CH2:28]1)=[O:26])([CH3:23])[CH3:22] |f:4.5|. Reported procedure: Pd (II)(PhCN)2Cl2 (15 mg, 0.039 mmol) and CuI (9 mg, 0.047 mmol) were dissolved in anhydrous dioxane (3 mL), 10 wt % P(t-Bu)3 in hexanes (0.200 mL, 13.6 mg, 0.067 mmol), NH(i-Pr)2, (0.085 mL, 0.60 mmol), 4-[6-(4-bromo-2-fluoro-phenoxy)-5-methyl-pyrimidin-4-yloxy]-piperidine-1-carboxylic acid isopropyl ester (243 mg, 0.50 mmol), and TMS-acetylene (0.083 mL, 0.60 mmol), were added and the reaction mixture was sealed, purged with nitrogen, and stirred at room temperature for 12 h. The reaction mixt... Starting materials: solution, [C@@H]12[C@@H](CCCC1)C(=O)OC2=O (cis-cyclohexane-1,2-dicarboxylic anhydride), [BH4-].[Na+] (sodium borohydride). Solvent: C1CCOC1 (THF), C1CCOC1 (THF). Product: [C@@H]12CCCC[C@H]2COC1=O (cis-8-Oxabicyclo[4.3.0]nonan-9-one). RXN SMILES: [C@@H:1]12[C:10](=O)[O:9][C:7](=[O:8])[C@@H:2]1[CH2:3][CH2:4][CH2:5][CH2:6]2.[BH4-].[Na+]>C1COCC1>[C@@H:2]12[C:7](=[O:8])[O:9][CH2:10][C@@H:1]1[CH2:6][CH2:5][CH2:4][CH2:3]2 |f:1.2|. Procedure: With stirring and ice-cooling, 80 ml of a solution of cis-cyclohexane-1,2-dicarboxylic anhydride (15.4 g, 100 mmol) in THF are added over a period of 10 min to a mixture of sodium borohydride (3.8 g, 100 mmol) in 20 ml of THF. The ice-bath is removed and the mixture is stirred for 2 h. 40 ml of 6 N hydrochloric acid are added carefully and the mixture is concentrated. 200 ml of water are added and the aqueous phase is extracted with ether. The organic phase is dried, filtered, concentrated and d... The reactants are BrCC1=C(C=CC(=C1)C(F)(F)F)I (2-(bromomethyl)-1-iodo-4-(trifluoromethyl)benzene), FC(C=1C=C(C=C(C1)C(F)(F)F)C1CNC(O1)=O)(F)F (5-[3,5-bis(trifluoromethyl)phenyl]-1,3-oxazolidin-2-one), [H-].[Na+] (sodium hydride). Solvent: C1CCOC1 (THF), C1CCOC1 (THF), C1CCOC1 (THF). Conditions: time 20 minute. Product: FC(C=1C=C(C=C(C1)C(F)(F)F)C1CN(C(O1)=O)CC1=C(C=CC(=C1)C(F)(F)F)I)(F)F (5-[3,5-bis(trifluoromethyl)phenyl]-3-[2-iodo-5-(trifluoromethyl)benzyl]1,3-oxazolidin-2-one). As a reaction SMILES: [H-].[Na+].[F:3][C:4]([F:22])([F:21])[C:5]1[CH:6]=[C:7]([CH:15]2[O:19][C:18](=[O:20])[NH:17][CH2:16]2)[CH:8]=[C:9]([C:11]([F:14])([F:13])[F:12])[CH:10]=1.Br[CH2:24][C:25]1[CH:30]=[C:29]([C:31]([F:34])([F:33])[F:32])[CH:28]=[CH:27][C:26]=1[I:35]>C1COCC1>[F:22][C:4]([F:3])([F:21])[C:5]1[CH:6]=[C:7]([CH:15]2[O:19][C:18](=[O:20])[N:17]([CH2:24][C:25]3[CH:30]=[C:29]([C:31]([F:32])([F:34])[F:33])[CH:28]=[CH:27][C:26]=3[I:35])[CH2:16]2)[CH:8]=[C:9]([C:11]([F:12])([F:13])[F:14])[CH:10]=1 |f:0.1|. Reported procedure: A stirred suspension of sodium hydride (60% in oil, 167 mg, 4.18 mmol) in THF (5 mL) was treated at 0° C. with 5-[3,5-bis(trifluoromethyl)phenyl]-1,3-oxazolidin-2-one (500 mg, 1.67 mmol) dissolved in THF (1 mL), under an atmosphere of N2. The reaction was stirred for 20 min and a solution of 2-(bromomethyl)-1-iodo-4-(trifluoromethyl)benzene (610 mg, 1.67 mmol) in THF (1 mL) was added dropwise. The reaction was stirred at room temperature for 18 h. The reaction was quenched with H2O (1 mL) and pa...